From a dataset of the Open Reaction Database (ORD), a public repository of structured organic reaction records. describe an organic reaction: reactants, conditions, products, and yield The reactants are BrC=1C=C2C(=C(C(C(C2=CC1)(C)C)=O)C(=O)NCC(=O)OC(C)(C)C)O (1,1-Dimethylethyl N-((6-bromo-4-hydroxy-1,1-dimethyl-2-oxo-naphthalene-3-yl)carbonyl)glycinate), [Cu](C#N)C#N (copper cyanide). Reagents/catalysts: [C-]#N.C(C)[N+](CC)(CC)CC (tetraethylammonium cyanide), C1=CC=C(C=C1)P([C-]2C=CC=C2)C3=CC=CC=C3.C1=CC=C(C=C1)P([C-]2C=CC=C2)C3=CC=CC=C3.[Fe+2] (dppf), C=1C=CC(=CC1)/C=C/C(=O)/C=C/C2=CC=CC=C2.C=1C=CC(=CC1)/C=C/C(=O)/C=C/C2=CC=CC=C2.C=1C=CC(=CC1)/C=C/C(=O)/C=C/C2=CC=CC=C2.[Pd].[Pd] (tris(dibenzylideneacetone)dipalladium). Solvent: O1CCOCC1 (dioxane). Run at temperature 75 celsius, time 5.5 hour. The product is C(#N)C=1C=C2C(=C(C(C(C2=CC1)(C)C)=O)C(=O)NCC(=O)OC(C)(C)C)O (1,1-Dimethylethyl N-((6-cyano-4-hydroxy-1,1-dimethyl-2-oxo-naphthalen-3-yl)carbonyl)glycinate). The yield is 49.0%. As a reaction SMILES: Br[C:2]1[CH:3]=[C:4]2[C:9](=[CH:10][CH:11]=1)[C:8]([CH3:13])([CH3:12])[C:7](=[O:14])[C:6]([C:15]([NH:17][CH2:18][C:19]([O:21][C:22]([CH3:25])([CH3:24])[CH3:23])=[O:20])=[O:16])=[C:5]2[OH:26].[Cu](C#N)[C:28]#[N:29]>[C-]#N.C([N+](CC)(CC)CC)C.O1CCOCC1.C1C=CC(P(C2C=CC=CC=2)[C-]2C=CC=C2)=CC=1.C1C=CC(P(C2C=CC=CC=2)[C-]2C=CC=C2)=CC=1.[Fe+2].C1C=CC(/C=C/C(/C=C/C2C=CC=CC=2)=O)=CC=1.C1C=CC(/C=C/C(/C=C/C2C=CC=CC=2)=O)=CC=1.C1C=CC(/C=C/C(/C=C/C2C=CC=CC=2)=O)=CC=1.[Pd].[Pd]>[C:28]([C:2]1[CH:3]=[C:4]2[C:9](=[CH:10][CH:11]=1)[C:8]([CH3:13])([CH3:12])[C:7](=[O:14])[C:6]([C:15]([NH:17][CH2:18][C:19]([O:21][C:22]([CH3:25])([CH3:24])[CH3:23])=[O:20])=[O:16])=[C:5]2[OH:26])#[N:29] |f:2.3,5.6.7,8.9.10.11.12|. Procedure: 1,1-Dimethylethyl N-((6-bromo-4-hydroxy-1,1-dimethyl-2-oxo-naphthalene-3-yl)carbonyl)glycinate (297 mg, 700 μmol, prepared in Example 40A-D), dppf (155 mg, 280 μmol), tris(dibenzylideneacetone)dipalladium (64.1 mg, 70.0 μmol), copper cyanide (251 mg, 2800 μmol), and tetraethylammonium cyanide (120 mg, 770 μmol) were mixed in dioxane (6 mL) in a microwave tube under a nitrogen atmosphere. The reaction mixture was then stirred at 75° C. for 5.5 hours. The reaction mixture was returned to room temp... Starting materials: CC1(C)CO[PH](=O)OC1, COC(=O)c1ccc(CBr)cc1, CN(C)C(=N)N(C)C, Cc1ccccc1, Cl. The product is COC(=O)c1ccc(CP2(=O)OCC(C)(C)CO2)cc1. RXN SMILES: [CH3:13][C:14]1([CH3:21])[CH2:15][O:16][PH:17](=[O:20])[O:18][CH2:19]1.[CH3:1][O:2][C:3]([c:4]1[cH:5][cH:6][c:7]([CH2:10][Br:11])[cH:8][cH:9]1)=[O:12].[CH3:22][N:23]([CH3:24])[C:25]([N:26]([CH3:27])[CH3:28])=[NH:29].[CH3:30][c:31]1[cH:32][cH:33][cH:34][cH:35][cH:36]1.[ClH:37]>>[CH3:1][O:2][C:3]([c:4]1[cH:5][cH:6][c:7]([CH2:10][P:17]2(=[O:20])[O:16][CH2:15][C:14]([CH3:13])([CH3:21])[CH2:19][O:18]2)[cH:8][cH:9]1)=[O:12]. Reactants: C1(=CC=CC=C1)NO (N-phenylhydroxylamine), C(C)C(C(=O)Cl)CC(=O)Cl (ethyl succinyl chloride), CCOCC (ether). Run at time 8 hour. Yields the product C(C)OC(=O)CCC(=O)N(O)C1=CC=CC=C1 (N-(3-ethoxycarbonylpropionyl)-N-phenylhydroxylamine). As a reaction SMILES: [C:1]1([NH:7][OH:8])[CH:6]=[CH:5][CH:4]=[CH:3][CH:2]=1.C([CH:11]([CH2:15][C:16](Cl)=[O:17])[C:12](Cl)=[O:13])C.[CH3:19][CH2:20][O:21]CC>>[CH2:20]([O:21][C:16]([CH2:15][CH2:11][C:12]([N:7]([C:1]1[CH:6]=[CH:5][CH:4]=[CH:3][CH:2]=1)[OH:8])=[O:13])=[O:17])[CH3:19]. Procedure details: To a stirred solution of N-phenylhydroxylamine (8 g) in ether (80 ml) at 0° C. was added dropwise over 10 minutes ethyl succinyl chloride (5.76 g). The reaction mixture was allowed to attain room temperature overnight, filtered and the filtrate evaporated to give N-(3-ethoxycarbonylpropionyl)-N-phenylhydroxylamine as an oil. Starting materials: C[Si](C)(C)[N-][Si](C)(C)C, CC(C)c1ccc(CC#N)cc1, CI, [Li+], C1CCOC1. Yields the product CC(C)c1ccc(C(C)C#N)cc1. As a reaction SMILES: [CH3:13][Si:14]([N-:15][Si:16]([CH3:17])([CH3:18])[CH3:19])([CH3:20])[CH3:21].[CH:1]([CH3:2])([CH3:3])[c:4]1[cH:5][cH:6][c:7]([CH2:10][C:11]#[N:12])[cH:8][cH:9]1.[I:23][CH3:24].[Li+:22].[O:25]1[CH2:26][CH2:27][CH2:28][CH2:29]1>>[CH:1]([CH3:2])([CH3:3])[c:4]1[cH:5][cH:6][c:7]([CH:10]([C:11]#[N:12])[CH3:13])[cH:8][cH:9]1. Starting materials: C(C)(C)(C)OC(NC1=C(C=C(C(=C1)OCC)C(F)(F)F)N)=O ((2-amino-5-ethoxy-4-trifluoromethyl-phenyl)-carbamic acid tert-butyl ester), C(C)(C)(C)OC(CC(=O)C1=CC(=CC=C1)C=1C=NC(=CC1C)CC)=O (3-[3-(6-ethyl-4-methyl-pyridin-3-yl)-phenyl]-3-oxo-propionic acid tert-butyl ester). Yields the product C(C)(C)(C)OC(NC1=C(C=C(C(=C1)OCC)C(F)(F)F)NC(CC(=O)C1=CC(=CC=C1)C=1C=NC(=CC1C)CC)=O)=O ((5-Ethoxy-2-{3-[3-(6-ethyl-4-methyl-pyridin-3-yl)-phenyl]-3-oxo-propionylamino}-4-trifluoromethyl-phenyl)-carbamic acid tert-butyl ester). As a reaction SMILES: [C:1]([O:5][C:6](=[O:22])[NH:7][C:8]1[CH:13]=[C:12]([O:14][CH2:15][CH3:16])[C:11]([C:17]([F:20])([F:19])[F:18])=[CH:10][C:9]=1[NH2:21])([CH3:4])([CH3:3])[CH3:2].C([O:27][C:28](=O)[CH2:29][C:30]([C:32]1[CH:37]=[CH:36][CH:35]=[C:34]([C:38]2[CH:39]=[N:40][C:41]([CH2:45][CH3:46])=[CH:42][C:43]=2[CH3:44])[CH:33]=1)=[O:31])(C)(C)C>>[C:1]([O:5][C:6](=[O:22])[NH:7][C:8]1[CH:13]=[C:12]([O:14][CH2:15][CH3:16])[C:11]([C:17]([F:20])([F:19])[F:18])=[CH:10][C:9]=1[NH:21][C:28](=[O:27])[CH2:29][C:30]([C:32]1[CH:37]=[CH:36][CH:35]=[C:34]([C:38]2[CH:39]=[N:40][C:41]([CH2:45][CH3:46])=[CH:42][C:43]=2[CH3:44])[CH:33]=1)=[O:31])([CH3:2])([CH3:3])[CH3:4]. Procedure: The title compound was prepared from (2-amino-5-ethoxy-4-trifluoromethyl-phenyl)-carbamic acid tert-butyl ester (Example J8) (240 mg, 0.75 mmol) and 3-[3-(6-ethyl-4-methyl-pyridin-3-yl)-phenyl]-3-oxo-propionic acid tert-butyl ester (Example K35) (255 mg, 0.75 mmol) according to the general procedure M. Obtained as an amorphous red substance (184 mg, 42%). The reactants are CN(SC(Cl)(Cl)Cl)C(=O)F, CC(C)(C)C(O)C(Oc1ccc(Cl)cc1)n1cncn1, [H-], [Na+], [Na], C1CCOC1. Yields the product CN(SC(Cl)(Cl)Cl)C(=O)OC(C(Oc1ccc(Cl)cc1)n1cncn1)C(C)(C)C. As a reaction SMILES: [CH3:23][N:24]([C:25](=[O:26])[F:27])[S:28][C:29]([Cl:30])([Cl:31])[Cl:32].[Cl:1][c:2]1[cH:3][cH:4][c:5]([O:6][CH:7]([CH:8]([C:9]([CH3:10])([CH3:11])[CH3:12])[OH:13])[n:14]2[n:15][cH:16][n:17][cH:18]2)[cH:19][cH:20]1.[H-:21].[Na+:22].[Na:33].[O:34]1[CH2:35][CH2:36][CH2:37][CH2:38]1>>[Cl:1][c:2]1[cH:3][cH:4][c:5]([O:6][CH:7]([CH:8]([C:9]([CH3:10])([CH3:11])[CH3:12])[O:13][C:25]([N:24]([CH3:23])[S:28][C:29]([Cl:30])([Cl:31])[Cl:32])=[O:26])[n:14]2[n:15][cH:16][n:17][cH:18]2)[cH:19][cH:20]1. The reactants are CCCCCCCCCCCCCCCCCCOc1ccc(C(=O)O)cc1, CCCCCCC=CCCOc1ccc(C(=O)OC)cc1, CO, [Li+], [OH-], O. The product is CCCCCCC=CCCOc1ccc(C(=O)O)cc1. Reaction SMILES: [CH2:25]([O:26][c:27]1[cH:28][cH:29][c:30]([C:31]([OH:32])=[O:33])[cH:34][cH:35]1)[CH2:36][CH2:37][CH2:38][CH2:39][CH2:40][CH2:41][CH2:42][CH2:43][CH2:44][CH2:45][CH2:46][CH2:47][CH2:48][CH2:49][CH2:50][CH2:51][CH3:52].[CH3:1][O:2][C:3]([c:4]1[cH:5][cH:6][c:7]([O:10][CH2:11][CH2:12][CH:13]=[CH:14][CH2:15][CH2:16][CH2:17][CH2:18][CH2:19][CH3:20])[cH:8][cH:9]1)=[O:21].[CH3:53][OH:54].[Li+:24].[OH-:23].[OH2:22]>>[O:2]=[C:3]([c:4]1[cH:5][cH:6][c:7]([O:10][CH2:11][CH2:12][CH:13]=[CH:14][CH2:15][CH2:16][CH2:17][CH2:18][CH2:19][CH3:20])[cH:8][cH:9]1)[OH:21].